Dataset: the Open Reaction Database (ORD), a public repository of structured organic reaction records. Task: describe an organic reaction: reactants, conditions, products, and yield Reaction SMILES: [OH-].[CH3:2][N+:3]([CH3:6])([CH3:5])[CH3:4].CO.[CH:9]1[C:14]([OH:15])=[CH:13][CH:12]=[CH:11][C:10]=1[CH3:16]>>[CH3:2][N+:3]([CH3:6])([CH3:5])[CH3:4].[CH:14]([OH:15])([CH3:9])[CH3:13].[CH3:16][C:10]1[CH:9]=[C:14]([O-:15])[CH:13]=[CH:12][CH:11]=1 |f:0.1.2,4.5.6|. Reactants: [OH-].C[N+](C)(C)C.CO (tetramethylammonium hydroxide methanol), C1=C(C=CC=C1O)C (m-cresol). Yield: 200.0%. The product is C[N+](C)(C)C.C(C)(C)O.CC=1C=C(C=CC1)[O-] (tetramethylammonium 3-methylphenolate isopropanol). Procedure: To 5.40 ml of a commercially available 10% tetramethylammonium hydroxide-methanol solution (manufactured by TOKYO KASEI; 5.24 mmole equivalents) was added 0.566 g of m-cresol (5.24 mmoles), and about 7 ml of a tetramethylammonium-3-methylphenolate isopropanol solution (containing 5.24 mmoles of m-cresol) was obtained in the same manner as in Operation 1 in Example 4. The reactants are N1(CCOCC1)C(=O)NC(C(=O)O)CS(=O)(=O)CC1=CC=CC=C1 (2-[(Morpholine-4-carbonyl)-amino]-3-phenylmethanesulfonyl-propionic acid), C(C)(C)(C)OC(=O)N1CC(C(C1)O)N (3-amino-4-hydroxy-pyrrolidine-1-carboxylic acid tert-butyl ester), C(CCl)Cl (EDC), C=1C=CC2=C(C1)N=NN2O (HOBt), CN1CCOCC1 (4-methylmorpholine). Solvent: ClCCl (Dichloromethane). Run at time 2 hour. Yields the product C(C)(C)(C)OC(=O)N1CC(C(C1)NC(C(CS(=O)(=O)CC1=CC=CC=C1)NC(=O)N1CCOCC1)=O)O (3-Hydroxy-4-{2-[(morpholine-4-carbonyl)-amino]-3-phenylmethanesulfonyl-propionylamino}-pyrrolidine-1-carboxylic acid tert-butyl ester). The yield is 69.3%. As a reaction SMILES: [N:1]1([C:7]([NH:9][CH:10]([CH2:14][S:15]([CH2:18][C:19]2[CH:24]=[CH:23][CH:22]=[CH:21][CH:20]=2)(=[O:17])=[O:16])[C:11](O)=[O:12])=[O:8])[CH2:6][CH2:5][O:4][CH2:3][CH2:2]1.[C:25]([O:29][C:30]([N:32]1[CH2:36][CH:35]([OH:37])[CH:34]([NH2:38])[CH2:33]1)=[O:31])([CH3:28])([CH3:27])[CH3:26].C(Cl)CCl.C1C=CC2N(O)N=NC=2C=1.CN1CCOCC1>ClCCl>[C:25]([O:29][C:30]([N:32]1[CH2:33][CH:34]([NH:38][C:11](=[O:12])[CH:10]([NH:9][C:7]([N:1]2[CH2:2][CH2:3][O:4][CH2:5][CH2:6]2)=[O:8])[CH2:14][S:15]([CH2:18][C:19]2[CH:24]=[CH:23][CH:22]=[CH:21][CH:20]=2)(=[O:17])=[O:16])[CH:35]([OH:37])[CH2:36]1)=[O:31])([CH3:28])([CH3:26])[CH3:27]. Reported procedure: 2-[(Morpholine-4-carbonyl)-amino]-3-phenylmethanesulfonyl-propionic acid (1 g, 2.8 mmol), 3-amino-4-hydroxy-pyrrolidine-1-carboxylic acid tert-butyl ester (700 mg, 3.46 mmol) prepared as in Reference 1, EDC (1.5 g, 7.8 mmol), and HOBt (1.5 g, 9.6 mmol) were combined. Dichloromethane (10 mL) was added and then 4-methylmorpholine (1.5 mL). The mixture was stirred at ambient temperature for 2 hours. After dilution with ethyl acetate (200 mL) the solution was washed with saturated aqueous NaHCO3 (10... As a reaction SMILES: [C:1]1([C:7]2[N:22]=[C:10]3[CH:11]=[C:12]([C:16]4[CH:21]=[CH:20][N:19]=[CH:18][CH:17]=4)[CH:13]=[C:14]([NH2:15])[N:9]3[N:8]=2)[CH:6]=[CH:5][CH:4]=[CH:3][CH:2]=1.[H-].[Na+].[CH2:25](OS(C1C=CC(C)=CC=1)(=O)=O)[CH3:26].C(=O)(O)[O-].[Na+]>CN(C)C=O>[CH2:25]([NH:15][C:14]1[N:9]2[N:8]=[C:7]([C:1]3[CH:2]=[CH:3][CH:4]=[CH:5][CH:6]=3)[N:22]=[C:10]2[CH:11]=[C:12]([C:16]2[CH:21]=[CH:20][N:19]=[CH:18][CH:17]=2)[CH:13]=1)[CH3:26] |f:1.2,4.5|. The solvent is CN(C=O)C (dimethylformamide). Reactants: C1(=CC=CC=C1)C1=NN2C(C=C(C=C2N)C2=CC=NC=C2)=N1 (2-phenyl-7-pyridin-4-yl-[1,2,4]triazolo[1,5-a]pyridin-5-ylamine), [H-].[Na+] (sodiumhydride), C([O-])(O)=O.[Na+] (sodiumbicarbonate), C(C)OS(=O)(=O)C1=CC=C(C=C1)C (ethyl-p-toluenesulfonate). Conditions: time 22 hour. Product: C(C)NC1=CC(=CC=2N1N=C(N2)C2=CC=CC=C2)C2=CC=NC=C2 (ethyl-(2-phenyl-7-pyridin-4-yl-[1,2,4]triazolo[1,5-a]pyridin-5-yl)-amine). The yield is 117.3%. Procedure: A solution of 0.29 g (0.001 mol) 2-phenyl-7-pyridin-4-yl-[1,2,4]triazolo[1,5-a]pyridin-5-ylamine in 50 ml dimethylformamide was treated with 0.05 g (0.001 mol) sodiumhydride(55%) for 15 minutes at room temperature. Then 0.22 g (0.001 mol) ethyl-p-toluenesulfonate were added and stirring was continued for 22 hours. Saturated aqueous sodiumbicarbonate was added and the mixture was extracted with dichloromethane. Evaporation of the solvent and chromatography on silicagel with dichloromethane/methan...